From a dataset of the Open Reaction Database (ORD), a public repository of structured organic reaction records. describe an organic reaction: reactants, conditions, products, and yield Starting materials: O=C([O-])[O-], CN(C)C=O, COc1cc2ncc(C#N)c(Cl)c2cc1OC, [Cs+], [Cs+], O=C(O)c1cccc2cc(O)ccc12. Yields the product COc1cc2ncc(C#N)c(Oc3ccc4c(C(=O)O)cccc4c3)c2cc1OC. Reaction SMILES: [C:15](=[O:16])([O-:17])[O-:18].[CH3:38][N:39]([CH3:40])[CH:41]=[O:42].[Cl:21][c:22]1[c:23]([C:36]#[N:37])[cH:24][n:25][c:26]2[cH:27][c:28]([O:34][CH3:35])[c:29]([O:32][CH3:33])[cH:30][c:31]12.[Cs+:19].[Cs+:20].[OH:1][c:2]1[cH:3][c:4]2[cH:5][cH:6][cH:7][c:8]([C:12](=[O:13])[OH:14])[c:9]2[cH:10][cH:11]1>>[O:1]([c:2]1[cH:3][c:4]2[cH:5][cH:6][cH:7][c:8]([C:12](=[O:13])[OH:14])[c:9]2[cH:10][cH:11]1)[c:22]1[c:23]([C:36]#[N:37])[cH:24][n:25][c:26]2[cH:27][c:28]([O:34][CH3:35])[c:29]([O:32][CH3:33])[cH:30][c:31]12. Starting materials: O=C([O-])[O-], COS(=O)(=O)OC, CN(C)C=O, CCOC(C)=O, CCOC(=O)Nc1c(Cl)cc(F)c(-n2c(=O)cc(C(F)(F)F)[nH]c2=O)c1[N+](=O)[O-], [K+], [K+]. Yields the product CCOC(=O)Nc1c(Cl)cc(F)c(-n2c(=O)cc(C(F)(F)F)n(C)c2=O)c1[N+](=O)[O-]. Reaction SMILES: [C:37](=[O:38])([O-:39])[O-:40].[CH3:30][O:31][S:32]([O:33][CH3:34])(=[O:35])=[O:36].[CH3:43][N:44]([CH3:45])[CH:46]=[O:47].[CH3:48][CH2:49][O:50][C:51](=[O:52])[CH3:53].[Cl:1][c:2]1[c:3]([NH:24][C:25](=[O:26])[O:27][CH2:28][CH3:29])[c:4]([N+:21](=[O:22])[O-:23])[c:5](-[n:9]2[c:10](=[O:20])[nH:11][c:12]([C:16]([F:17])([F:18])[F:19])[cH:13][c:14]2=[O:15])[c:6]([F:8])[cH:7]1.[K+:41].[K+:42]>>[Cl:1][c:2]1[c:3]([NH:24][C:25](=[O:26])[O:27][CH2:28][CH3:29])[c:4]([N+:21](=[O:22])[O-:23])[c:5](-[n:9]2[c:10](=[O:20])[n:11]([CH3:30])[c:12]([C:16]([F:17])([F:18])[F:19])[cH:13][c:14]2=[O:15])[c:6]([F:8])[cH:7]1.